Dataset: the Open Reaction Database (ORD), a public repository of structured organic reaction records. Task: describe an organic reaction: reactants, conditions, products, and yield Starting materials: CCOC1CC2(C)C(CCC3C4CCC(C(C)=O)C4(C)CC(=O)C32)CC1O, ClCCl, CC(=O)OC(C)=O, c1ccncc1. Product: CCOC1CC2(C)C(CCC3C4CCC(C(C)=O)C4(C)CC(=O)C32)CC1OC(C)=O. Reaction SMILES: [CH2:1]([CH3:2])[O:3][CH:4]1[CH:5]([OH:27])[CH2:6][CH:7]2[CH2:8][CH2:9][CH:10]3[CH:11]4[CH2:12][CH2:13][CH:14]([C:15]([CH3:16])=[O:17])[C:18]4([CH3:26])[CH2:19][C:20](=[O:25])[CH:21]3[C:22]2([CH3:24])[CH2:23]1.[CH2:41]([Cl:42])[Cl:43].[CH3:34][C:35](=[O:36])[O:37][C:38](=[O:39])[CH3:40].[cH:28]1[cH:29][cH:30][n:31][cH:32][cH:33]1>>[CH2:1]([CH3:2])[O:3][CH:4]1[CH:5]([O:27][C:35]([CH3:34])=[O:36])[CH2:6][CH:7]2[CH2:8][CH2:9][CH:10]3[CH:11]4[CH2:12][CH2:13][CH:14]([C:15]([CH3:16])=[O:17])[C:18]4([CH3:26])[CH2:19][C:20](=[O:25])[CH:21]3[C:22]2([CH3:24])[CH2:23]1. Solvent: C(C)#N (acetonitrile). Isolated yield 100.1%. As a reaction SMILES: B(O)(O)[C@H]1N(C([C@@H](N)C(C)C)=O)CCC1.CS(O)(=O)=O.[CH3:21][O:22][C:23](=[O:30])[CH2:24][C@H:25]([CH2:28][F:29])[CH2:26]Br.[CH2:31]([O:33][C:34](=[O:44])[CH2:35][NH:36][CH2:37][C:38]1[CH:43]=[CH:42][CH:41]=[CH:40][CH:39]=1)[CH3:32]>C(#N)C>[CH3:21][O:22][C:23](=[O:30])[CH2:24][C@H:25]([CH2:28][F:29])[CH2:26][N:36]([CH2:37][C:38]1[CH:39]=[CH:40][CH:41]=[CH:42][CH:43]=1)[CH2:35][C:34]([O:33][CH2:31][CH3:32])=[O:44] |f:0.1|. Yields the product COC(C[C@@H](CN(CC(=O)OCC)CC1=CC=CC=C1)CF)=O ((S)-4-(benzyl-ethoxycarbonylmethyl-amino)-3-fluoromethyl-butyric acid methyl ester). The reactants are B([C@@H]1CCCN1C(=O)[C@H](C(C)C)N)(O)O.CS(=O)(=O)O (Pt-100), COC(C[C@@H](CBr)CF)=O ((R)-4-bromo-3-fluoromethyl-butyric acid methyl ester), C(C)OC(CNCC1=CC=CC=C1)=O (N-benzylglycine ethyl ester). Procedure details: In a 2.5-1 four-necked flask equipped with a mechanical stirrer, a reflux condenser, a Pt-100 thermometer, and an argon in/outlet, bromide 2 (110 g, 519 mmol) was dissolved in acetonitrile (880 ml). To this solution was added N-benzylglycine ethyl ester (256 g, 1.30 mol) and the reaction mixture was refluxed for 71 hours, slowly turning dark red during this time. After cooling to room temperature, the mixture was concentrated under reduced pressure. The dark red oil was filtered over silica gel ... Reactants: CN, Cn1c(=O)c2c(Cl)ccnc2n(C)c1=O, CN(C)C=O. Product: CNc1ccnc2c1c(=O)n(C)c(=O)n2C. As a reaction SMILES: [CH3:16][NH2:17].[Cl:1][c:2]1[cH:3][cH:4][n:5][c:6]2[n:7]([CH3:15])[c:8](=[O:14])[n:9]([CH3:13])[c:10](=[O:12])[c:11]12.[O:18]=[CH:19][N:20]([CH3:21])[CH3:22]>>[c:2]1([NH:17][CH3:16])[cH:3][cH:4][n:5][c:6]2[n:7]([CH3:15])[c:8](=[O:14])[n:9]([CH3:13])[c:10](=[O:12])[c:11]12.